This data is from the Open Reaction Database (ORD), a public repository of structured organic reaction records. The task is: describe an organic reaction: reactants, conditions, products, and yield As a reaction SMILES: [CH3:1][C:2]1[N:7]=[C:6]([NH2:8])[C:5]([CH:9]=O)=[CH:4][N:3]=1.Cl.[NH2:12][OH:13].C(=O)([O-])[O-].[Na+].[Na+]>CO>[CH3:1][C:2]1[N:7]=[C:6]([NH2:8])[C:5]([CH:9]=[N:12][OH:13])=[CH:4][N:3]=1 |f:1.2,3.4.5|. Isolated yield 82.2%. Procedure: To a mixture of 8.6 g of 2-methyl-4-amino-5-formylpyrimidine and 340 ml of methanol, while stirring at room temperature, was added dropwise gradually 40 ml of an aqueous solution of 5.20 g of hydroxylamine hydrochloride and 7.80 g of sodium carbonate. As the reaction proceeded, crystals precipitated. Four hours later, the crystals were collected by filtration, washed with methanol and water, followed by drying under reduced pressure to give 7.84 g (82.3%) of 2-methyl-4-amino-5-pyrimidine aldoxim... The product is CC1=NC=C(C(=N1)N)C=NO (2-methyl-4-amino-5-pyrimidine aldoxime). Solvent: CO (methanol). Reactants: aqueous solution, Cl.NO (hydroxylamine hydrochloride), C([O-])([O-])=O.[Na+].[Na+] (sodium carbonate), CC1=NC=C(C(=N1)N)C=O (2-methyl-4-amino-5-formylpyrimidine). The reactants are BrC(CCCCC(SC1=CC=C(C=C1)C)C1=CC(=C(C=C1)OC)OC)C (4-[6-bromo-1-[(4-methylphenyl)thio]heptyl]-1,2-dimethoxybenzene), COC=1C=C2CNCC2=CC1OC (5,6-dimethoxyisoindoline), COC=1C=C2CCNCC2=C(C1OC)OC (6,7,8-trimethoxy-1,2,3,4-tetrahydroisoquinoline). Product: COC=1C=C(C=CC1OC)C(CCCCCCN1CC2=C(C(=C(C=C2CC1)OC)OC)OC)SC1=CC=C(C=C1)C (2-[7-(3,4-Dimethoxyphenyl)-7-[(4-methylphenyl)thio]-heptyl]-1,2,3,4-tetrahydro-6,7,8-trimethoxyisoquinoline). Isolated yield 65.7%. RXN SMILES: Br[CH:2]([CH3:26])[CH2:3][CH2:4][CH2:5][CH2:6][CH:7]([C:16]1[CH:21]=[CH:20][C:19]([O:22][CH3:23])=[C:18]([O:24][CH3:25])[CH:17]=1)[S:8][C:9]1[CH:14]=[CH:13][C:12]([CH3:15])=[CH:11][CH:10]=1.COC1C=C2C(=CC=1OC)CNC2.[CH3:40][O:41][C:42]1[CH:43]=[C:44]2[C:49](=[C:50]([O:54][CH3:55])[C:51]=1[O:52][CH3:53])[CH2:48][NH:47][CH2:46][CH2:45]2>>[CH3:25][O:24][C:18]1[CH:17]=[C:16]([CH:7]([S:8][C:9]2[CH:14]=[CH:13][C:12]([CH3:15])=[CH:11][CH:10]=2)[CH2:6][CH2:5][CH2:4][CH2:3][CH2:2][CH2:26][N:47]2[CH2:46][CH2:45][C:44]3[C:49](=[C:50]([O:54][CH3:55])[C:51]([O:52][CH3:53])=[C:42]([O:41][CH3:40])[CH:43]=3)[CH2:48]2)[CH:21]=[CH:20][C:19]=1[O:22][CH3:23]. Procedure details: The procedure of Example 49 is repeated using 5.31 g 4-[6-bromo-1-[(4-methylphenyl)thio]heptyl]-1,2-dimethoxybenzene, 3.29 g of 5,6-dimethoxyisoindoline and 2.65 g of 6,7,8-trimethoxy-1,2,3,4-tetrahydroisoquinoline. This affords 4.52 g of the desired product as a yellow oil. Reactants: Cl (HCl), C(#N)COC1=CC=C(C=C1)CC(=O)OC (methyl 4-(cyanomethoxy)phenylacetate), [N-]=[N+]=[N-].[Na+] (NaN3), [NH4+].[Cl-] (NH4Cl). The yield is 57.1%. The solvent is O (water), O (water), CN(C)C=O (DMF). RXN SMILES: [C:1]([CH2:3][O:4][C:5]1[CH:10]=[CH:9][C:8]([CH2:11][C:12]([O:14][CH3:15])=[O:13])=[CH:7][CH:6]=1)#[N:2].[N-:16]=[N+:17]=[N-:18].[Na+].[NH4+].[Cl-].Cl>O.CN(C=O)C>[NH:16]1[C:1]([CH2:3][O:4][C:5]2[CH:10]=[CH:9][C:8]([CH2:11][C:12]([O:14][CH3:15])=[O:13])=[CH:7][CH:6]=2)=[N:2][N:18]=[N:17]1 |f:1.2,3.4|. Reaction conditions: temperature 125 celsius. Procedure details: A mixture of methyl 4-(cyanomethoxy)phenylacetate (2.5 g, 12 mmol), NaN3 (0.87 g), NH4Cl (0.72 g, 13 mmol) and DMF (20 ml) was heated at 125° C. for 24 hours. The reaction mixture was cooled, water was added and the mixture was stripped in vacuo without allowing the solution to be stripped to dryness. This procedure was repeated (2×) and then water was added, followed by 2N HCl. The product crystallized from the solution and was collected by filtration, and washed with water and air dried to aff... Product: N1N=NN=C1COC1=CC=C(C=C1)CC(=O)OC (methyl 4-(5-tetrazolylmethoxy)phenylacetate). The reactants are CC(=O)O, CO, O=Cc1ccccc1, CC(N)CO. Product: CC(CO)NCc1ccccc1. As a reaction SMILES: [C:1]([OH:2])(=[O:3])[CH3:4].[CH3:18][OH:19].[CH:10](=[O:11])[c:12]1[cH:13][cH:14][cH:15][cH:16][cH:17]1.[NH2:5][CH:6]([CH2:7][OH:8])[CH3:9]>>[NH:5]([CH:6]([CH2:7][OH:8])[CH3:9])[CH2:10][c:12]1[cH:13][cH:14][cH:15][cH:16][cH:17]1. Starting materials: C1(C(CC2=CC=CC=C12)=NO)=O (indan-1,2-dione-2-oxime), O1CCOCC1 (Dioxane). The solvent is CCO (EtOH). Yields the product N[C@H]1[C@@H](C2=CC=CC=C2C1)O ((+/−)-trans-2-Aminoindan-1-ol). Yield: 171.9%. Reaction SMILES: [C:1]1(=[O:12])[C:9]2[C:4](=[CH:5][CH:6]=[CH:7][CH:8]=2)[CH2:3][C:2]1=[N:10]O.O1CCOCC1>CCO>[NH2:10][C@@H:2]1[CH2:3][C:4]2[C:9](=[CH:8][CH:7]=[CH:6][CH:5]=2)[C@H:1]1[OH:12]. Procedure: A solution of indan-1,2-dione-2-oxime (6.2g, 39mmol) in EtOH (470 ml) and 4MHCl/Dioxane (36 ml) was hydrogenated at room temperature and 40 psi. The reaction mixture was filtered through celite, washed with EtOH (30 ml) and concentrated under reduced pressure to give 10 g of an off-white solid which was recrystallised from EtOH to give the title compound (5 g, 86%) as a white solid. Starting materials: ClCC(=O)NC=1SC=C(N1)CC(=O)NC1C(N(C1)S(=O)(=O)[O-])=O.[Na+] (sodium 3-[2-(2-chloroacetamido-4-thiazolyl)acetamido]-2-oxoazetidine-1-sulfonate), CNC([S-])=S.[Na+] (sodium N-methyldithiocarbamate). Solvent: O (water). Yields the product NC=1SC=C(N1)CC(=O)NC1C(N(C1)S(=O)(=O)[O-])=O.[Na+] (sodium 3-[2-(2-amino-4-thiazolyl)acetamido]2-oxoazetidine-1-sulfonate). Isolated yield 36.5%. Reaction SMILES: ClCC([NH:5][C:6]1[S:7][CH:8]=[C:9]([CH2:11][C:12]([NH:14][CH:15]2[CH2:18][N:17]([S:19]([O-:22])(=[O:21])=[O:20])[C:16]2=[O:23])=[O:13])[N:10]=1)=O.[Na+:24].CNC(=S)[S-].[Na+]>O>[NH2:5][C:6]1[S:7][CH:8]=[C:9]([CH2:11][C:12]([NH:14][CH:15]2[CH2:18][N:17]([S:19]([O-:22])(=[O:21])=[O:20])[C:16]2=[O:23])=[O:13])[N:10]=1.[Na+:24] |f:0.1,2.3,5.6|. Procedure details: In 6 ml of water is dissolved 0.486 g of sodium 3-[2-(2-chloroacetamido-4-thiazolyl)acetamido]-2-oxoazetidine-1-sulfonate, and to the solution is added 0.154 g of sodium N-methyldithiocarbamate under ice-cooling and stirring. The mixture is treated as described in Example 3 to obtain 0.144 g of sodium 3-[2-(2-amino-4-thiazolyl)acetamido]2-oxoazetidine-1-sulfonate. Starting materials: ClC=1C=CC(=C(CN2C3=C(NCC2)N=CC(=C3)C=3C=C(C(=O)O)C=CC3)C1)C(F)(F)F (3-{1-[5-chloro-2-(trifluoromethyl)benzyl]-1,2,3,4-tetrahydropyrido[2,3-b]pyrazin-7-yl}benzoic acid), N1=CC(=CC=C1)C1NCCC1 (2-(3-pyridinyl)pyrrolidine). Product: ClC=1C=CC(=C(CN2C3=C(NCC2)N=CC(=C3)C=3C=C(C=CC3)C(=O)N3C(CCC3)C=3C=NC=CC3)C1)C(F)(F)F ((3-{1-[5-Chloro-2-(trifluoromethyl)benzyl]-1,2,3,4-tetrahydropyrido[2,3-b]pyrazin-7-yl}phenyl)-(2-pyridin-3-ylpyrrolidin-1-yl)methanone). Reaction SMILES: [Cl:1][C:2]1[CH:3]=[CH:4][C:5]([C:28]([F:31])([F:30])[F:29])=[C:6]([CH:27]=1)[CH2:7][N:8]1[CH2:13][CH2:12][NH:11][C:10]2[N:14]=[CH:15][C:16]([C:18]3[CH:19]=[C:20]([CH:24]=[CH:25][CH:26]=3)[C:21](O)=[O:22])=[CH:17][C:9]1=2.[N:32]1[CH:37]=[CH:36][CH:35]=[C:34]([CH:38]2[CH2:42][CH2:41][CH2:40][NH:39]2)[CH:33]=1>>[Cl:1][C:2]1[CH:3]=[CH:4][C:5]([C:28]([F:29])([F:31])[F:30])=[C:6]([CH:27]=1)[CH2:7][N:8]1[CH2:13][CH2:12][NH:11][C:10]2[N:14]=[CH:15][C:16]([C:18]3[CH:19]=[C:20]([C:21]([N:39]4[CH2:40][CH2:41][CH2:42][CH:38]4[C:34]4[CH:33]=[N:32][CH:37]=[CH:36][CH:35]=4)=[O:22])[CH:24]=[CH:25][CH:26]=3)=[CH:17][C:9]1=2. Procedure: 3-{1-[5-chloro-2-(trifluoromethyl)benzyl]-1,2,3,4-tetrahydropyrido[2,3-b]pyrazin-7-yl}benzoic acid was reacted with 2-(3-pyridinyl)pyrrolidine as in General Procedure 10 to give the title compound. LCMS: m/z=577.95 (M+H+); retention time=0.65 minutes.